This data is from the Open Reaction Database (ORD), a public repository of structured organic reaction records. The task is: describe an organic reaction: reactants, conditions, products, and yield Starting materials: FC1(C(C1)CN1C(N(CC1)C=1SC(=C(N1)C)C(=O)O)=O)F (2-(3-((2,2-difluorocyclopropyl)methyl)-2-oxoimidazolidin-1-yl)-4-methylthiazole-5-carboxylic acid), FC1=CC=C(CN2N=CN(C2=O)C=2SC(=C(N2)C)C(=O)O)C=C1 (2-(1-(4-fluorobenzyl)-5-oxo-1H-1,2,4-triazol-4(5H)-yl)-4-methylthiazole-5-carboxylic acid), C(C)(C)C=1SC=C(N1)CN ((2-isopropylthiazol-4-yl)methanamine). The product is C(C)(C)C=1SC=C(N1)CNC(=O)C1=C(N=C(S1)N1C=NN(C1=O)CC1=CC=C(C=C1)C)C (N-((2-isopropylthiazol-4-yl)methyl)-4-methyl-2-(1-(4-methylbenzyl)-5-oxo-1H-1,2,4-triazol-4(5H)-yl)thiazole-5-carboxamide). Yield: 61.0%. As a reaction SMILES: F[C:2]1(F)CC1CN1CCN(C2SC(C(O)=O)=C(C)N=2)C1=O.F[C:23]1[CH:44]=[CH:43][C:26]([CH2:27][N:28]2[C:32](=[O:33])[N:31]([C:34]3[S:35][C:36]([C:40]([OH:42])=O)=[C:37]([CH3:39])[N:38]=3)[CH:30]=[N:29]2)=[CH:25][CH:24]=1.[CH:45]([C:48]1[S:49][CH:50]=[C:51]([CH2:53][NH2:54])[N:52]=1)([CH3:47])[CH3:46]>>[CH:45]([C:48]1[S:49][CH:50]=[C:51]([CH2:53][NH:54][C:40]([C:36]2[S:35][C:34]([N:31]3[C:32](=[O:33])[N:28]([CH2:27][C:26]4[CH:25]=[CH:24][C:23]([CH3:2])=[CH:44][CH:43]=4)[N:29]=[CH:30]3)=[N:38][C:37]=2[CH3:39])=[O:42])[N:52]=1)([CH3:47])[CH3:46]. Procedure: Following the procedure as describe in Example 16, making variations as required to replace 2-(3-((2,2-difluorocyclopropyl)methyl)-2-oxoimidazolidin-1-yl)-4-methylthiazole-5-carboxylic acid with 2-(1-(4-fluorobenzyl)-5-oxo-1H-1,2,4-triazol-4(5H)-yl)-4-methylthiazole-5-carboxylic acid to react with (2-isopropylthiazol-4-yl)methanamine, the title compound was obtained as a colourless solid in 61% yield: mp 151-153° C.; 1H NMR (300 MHz, DMSO-d6) δ 8.81 (t, J=5.8 Hz, 1H), 8.73 (s, 1H), 7.33-7.30 (m,... Starting materials: CN(C)CCNCCC(C(=O)OCC)=O (ethyl 4-(2-(N,N-dimethylamino)ethylamino)-2-oxobutanoate), P(OCC)(OCC)[O-] (diethyl phosphite). Conditions: time 4 day. Yields the product C(C)OP(=O)(C(C(=O)OCC)(CCNCCN(C)C)O)OCC (Ethyl 2-Diethoxyphosphinyl-4-(2-(N,N-dimethylamino)ethylamino)-2-hydroxybutanoate). RXN SMILES: [CH3:1][N:2]([CH2:4][CH2:5][NH:6][CH2:7][CH2:8][C:9](=[O:15])[C:10]([O:12][CH2:13][CH3:14])=[O:11])[CH3:3].[P:16]([O-:23])([O:20][CH2:21][CH3:22])[O:17][CH2:18][CH3:19]>>[CH2:18]([O:17][P:16]([O:20][CH2:21][CH3:22])([C:9]([OH:15])([CH2:8][CH2:7][NH:6][CH2:5][CH2:4][N:2]([CH3:3])[CH3:1])[C:10]([O:12][CH2:13][CH3:14])=[O:11])=[O:23])[CH3:19]. Procedure: A mixture of 2.15g (0.01 mole) of ethyl 4-(2-(N,N-dimethylamino)ethylamino)-2-oxobutanoate in 6.9 g (0.05 mole) of diethyl phosphite is stirred at 20°-30° for 4 days. The excess diethyl phosphite is removed under vacuum on a rotary evaporator, and the crude product is purified by flash chromatography on silica gel using chloroform/ethanol as eluant. The reactants are CCNc1ccccc1, ClCCl, ClP(Cl)(c1ccccc1)(c1ccccc1)c1ccccc1, Cn1c(=O)c(C(=O)O)c(O)c2c(Cl)cccc21. Product: CCN(C(=O)c1c(O)c2c(Cl)cccc2n(C)c1=O)c1ccccc1. RXN SMILES: [CH2:1]([CH3:2])[NH:3][c:4]1[cH:5][cH:6][cH:7][cH:8][cH:9]1.[CH2:48]([Cl:49])[Cl:50].[Cl:10][P:11]([Cl:12])([c:13]1[cH:14][cH:15][cH:16][cH:17][cH:18]1)([c:19]1[cH:20][cH:21][cH:22][cH:23][cH:24]1)[c:25]1[cH:26][cH:27][cH:28][cH:29][cH:30]1.[OH:31][c:32]1[c:33]([C:45](=[O:46])[OH:47])[c:34](=[O:44])[n:35]([CH3:43])[c:36]2[cH:37][cH:38][cH:39][c:40]([Cl:42])[c:41]12>>[CH2:1]([CH3:2])[N:3]([c:4]1[cH:5][cH:6][cH:7][cH:8][cH:9]1)[C:45]([c:33]1[c:32]([OH:31])[c:41]2[c:36]([n:35]([CH3:43])[c:34]1=[O:44])[cH:37][cH:38][cH:39][c:40]2[Cl:42])=[O:46]. Starting materials: FC1=CC=C(C=C1)[N+](=O)[O-] (4-fluoronitrobenzene), NC1=NNC(=C1)C (3-amino-5-methylpyrazole), CC(C)([O-])C.[K+] (potassium tert-butoxide), C1CCOC1 (THF). The solvent is O (water). Run at temperature 60 celsius. Yields the product CC1=CC(=NN1)NC1=CC=C(C=C1)[N+](=O)[O-] (5-methyl-N-(4-nitrophenyl)-1H-pyrazol-3-amine). The yield is 77.8%. As a reaction SMILES: F[C:2]1[CH:7]=[CH:6][C:5]([N+:8]([O-:10])=[O:9])=[CH:4][CH:3]=1.[NH2:11][C:12]1[CH:16]=[C:15]([CH3:17])[NH:14][N:13]=1.CC(C)([O-])C.[K+].C1COCC1>O>[CH3:17][C:15]1[NH:14][N:13]=[C:12]([NH:11][C:2]2[CH:7]=[CH:6][C:5]([N+:8]([O-:10])=[O:9])=[CH:4][CH:3]=2)[CH:16]=1 |f:2.3|. Procedure details: 0.3 g of 4-fluoronitrobenzene, 0.413 g of 3-amino-5-methylpyrazole, and 0.286 g of potassium tert-butoxide were added to a solution of 2.5 ml of THF. The reaction medium was heated at 60° C. for 7 hours and, after cooling to room temperature, was then poured into a water and ice mixture. The yellow precipitate formed was filtered off, reslurried in water and then dried over P2O5. 0.361 g of 5-methyl-N-(4-nitrophenyl)-1H-pyrazol-3-amine (1) was obtained. The reactants are ClC=1C(=C(C=CC1)C=1C=NC=CC1)C (3-(3-chloro-2-methylphenyl)pyridine), [C-]#N (cyanide), N1=CC=CC=C1 (pyridine), aqueous solution, [OH-].[NH4+] (ammonium hydroxide). Reagents/catalysts: [Cu] (copper). Solvent: C(Cl)Cl (methylene chloride), C(Cl)Cl (methylene chloride). Reaction conditions: temperature 195 celsius. The product is C(#N)C=1C(=C(C=CC1)C=1C=NC=CC1)C (3 -(3-cyano-2-methylphenyl)pyridine). Yield: 85.8%. Reaction SMILES: Cl[C:2]1[C:3]([CH3:14])=[C:4]([C:8]2[CH:9]=[N:10][CH:11]=[CH:12][CH:13]=2)[CH:5]=[CH:6][CH:7]=1.[C-]#N.[N:17]1C=CC=C[CH:18]=1.[OH-].[NH4+]>[Cu].C(Cl)Cl>[C:18]([C:2]1[C:3]([CH3:14])=[C:4]([C:8]2[CH:9]=[N:10][CH:11]=[CH:12][CH:13]=2)[CH:5]=[CH:6][CH:7]=1)#[N:17] |f:3.4|. Reported procedure: A mixture of 7.5 g (0.012 mol) of 3-(3-chloro-2-methylphenyl)pyridine and 1.7 g (0.018 mol) of copper I cyanide in 1.45 g (0.018 mol) of pyridine was heated at 195° C. for 18 hours. The reaction mixture was cooled to 50° C., and 40 mL of methylene chloride was added with stirring. The mixture was placed in a separatory funnel, and 75 mL of methylene chloride and 75 mL of a 35% aqueous solution of ammonium hydroxide were added. The mixture was shaken for five minutes, then passed through a fiber ... Reactants: C(#N)CN1C(C(N=C(C2=C1C=CC=C2)C2=CC=CC=C2)NC(=O)OCC2=CC=CC=C2)=O (1,3-dihydro-1-cyanomethyl-3-[(benzyloxycarbonyl)amino]-5-phenyl-2H-1,4-benzodiazepin-2-one), [N-]=[N+]=[N-].[Na+] (sodium azide), [Cl-].[NH4+] (ammonium chloride). Run in CN(C=O)C (N,N-dimethylformamide). Yields the product N1N=NN=C1CN1C(C(N=C(C2=C1C=CC=C2)C2=CC=CC=C2)NC(=O)OCC2=CC=CC=C2)=O (1,3-Dihydro-1-(1H-tetrazol-5-yl)methyl-3-[(benzyloxycarbonyl)amino]-5-phenyl-2H-1,4-benzodiazepin-2-one). Isolated yield 59.9%. RXN SMILES: [C:1]([CH2:3][N:4]1[C:10]2[CH:11]=[CH:12][CH:13]=[CH:14][C:9]=2[C:8]([C:15]2[CH:20]=[CH:19][CH:18]=[CH:17][CH:16]=2)=[N:7][CH:6]([NH:21][C:22]([O:24][CH2:25][C:26]2[CH:31]=[CH:30][CH:29]=[CH:28][CH:27]=2)=[O:23])[C:5]1=[O:32])#[N:2].[N-:33]=[N+:34]=[N-:35].[Na+].[Cl-].[NH4+]>CN(C)C=O>[NH:33]1[C:1]([CH2:3][N:4]2[C:10]3[CH:11]=[CH:12][CH:13]=[CH:14][C:9]=3[C:8]([C:15]3[CH:20]=[CH:19][CH:18]=[CH:17][CH:16]=3)=[N:7][CH:6]([NH:21][C:22]([O:24][CH2:25][C:26]3[CH:31]=[CH:30][CH:29]=[CH:28][CH:27]=3)=[O:23])[C:5]2=[O:32])=[N:2][N:35]=[N:34]1 |f:1.2,3.4|. Procedure: A mixture of 150 mg of 1,3-dihydro-1-cyanomethyl-3-[(benzyloxycarbonyl)amino]-5-phenyl-2H-1,4-benzodiazepin-2-one, 124 mg of sodium azide, and 102 mg of ammonium chloride was heated in 3 ml of dry N,N-dimethylformamide at 110° C. for 4 hours. The reaction mixture was concentrated in vacuo and the residue was suspended in water, acidified with 1N HCl solution, and extracted twice with ethyl acetate. The combined organic extracts were dried (sodium sulfate) and concentrated to give 180 mg of crude... Starting materials: CCc1ccccc1CNc1cc(C(N)=O)cn2c(C)c(C)nc12, CCO, [Na+], [OH-]. Yields the product CCc1ccccc1CNc1cc(C(=O)O)cn2c(C)c(C)nc12. RXN SMILES: [CH2:1]([CH3:2])[c:3]1[c:4]([CH2:5][NH:6][c:7]2[c:8]3[n:9]([cH:10][c:11]([C:13](=[O:14])[NH2:15])[cH:12]2)[c:16]([CH3:20])[c:17]([CH3:19])[n:18]3)[cH:21][cH:22][cH:23][cH:24]1.[CH3:27][CH2:28][OH:29].[Na+:26].[OH-:25]>>[CH2:1]([CH3:2])[c:3]1[c:4]([CH2:5][NH:6][c:7]2[c:8]3[n:9]([cH:10][c:11]([C:13]([OH:14])=[O:25])[cH:12]2)[c:16]([CH3:20])[c:17]([CH3:19])[n:18]3)[cH:21][cH:22][cH:23][cH:24]1. Reactants: C1(=CC=CC=C1)C(C(=O)N)(CCN(C(C)C)C(C)C)C1=NC=CC=C1 (racemic 2-phenyl-2-(2-pyridyl)-4-[N,N-bis(1-methylethyl)amino]butanamide), Cl (hydrochloric acid). The reagents and catalysts are [Pt]=O (platinum oxide). The solvent is C(C)O (ethanol). The product is C1(=CC=CC=C1)C(C(=O)N)(CCN(C(C)C)C(C)C)C1NCCCC1 (2-phenyl-2-(2-piperidinyl)-4-[N,N-bis(1-methylethyl)amino]butanamide). The yield is 24.3%. RXN SMILES: [C:1]1([C:7]([C:20]2[CH:25]=[CH:24][CH:23]=[CH:22][N:21]=2)([CH2:11][CH2:12][N:13]([CH:17]([CH3:19])[CH3:18])[CH:14]([CH3:16])[CH3:15])[C:8]([NH2:10])=[O:9])[CH:6]=[CH:5][CH:4]=[CH:3][CH:2]=1.Cl>C(O)C.[Pt]=O>[C:1]1([C:7]([CH:20]2[CH2:25][CH2:24][CH2:23][CH2:22][NH:21]2)([CH2:11][CH2:12][N:13]([CH:14]([CH3:16])[CH3:15])[CH:17]([CH3:18])[CH3:19])[C:8]([NH2:10])=[O:9])[CH:6]=[CH:5][CH:4]=[CH:3][CH:2]=1. Procedure: A mixture of 105.3 g (0.31 mole) of racemic 2-phenyl-2-(2-pyridyl)-4-[N,N-bis(1-methylethyl)amino]butanamide and 27 ml (ca. 0.32 mole) of concentrated aqueous hydrochloric acid in 2.5 liters of ethanol was hydrogenated (50 psi) over platinum oxide catalyst. After filtration to remove the catalyst, the reaction mixture was reduced to a syrupy residue, dissolved in an ice/water mixture, and neutralized with a slight excess of 25% sodium hydroxide. The product mixture was extracted into diethyl eth... Starting materials: N1C=CC=2C1=NC=CC2 (1H-pyrrolo[2,3-b]pyridine), ClC1=C(C(=NN1C1=CC=CC=C1)C)C=O (5-chloro-3-methyl-1-phenyl-1H-pyrazole-4-carbaldehyde), CO (methanol), [OH-].[K+] (Potassium hydroxide). Conditions: time 48 hour. Product: ClC1=C(C(=NN1C1=CC=CC=C1)C)C(C1=CNC2=NC=CC=C21)OC (3-((5-chloro-3-methyl-1-phenyl-1H-pyrazol-4-yl) (methoxy)methyl)-1H-pyrrolo[2,3-b]pyridine). Reaction SMILES: [NH:1]1[C:5]2=[N:6][CH:7]=[CH:8][CH:9]=[C:4]2[CH:3]=[CH:2]1.[Cl:10][C:11]1[N:15]([C:16]2[CH:21]=[CH:20][CH:19]=[CH:18][CH:17]=2)[N:14]=[C:13]([CH3:22])[C:12]=1[CH:23]=[O:24].[OH-].[K+].[CH3:27]O>>[Cl:10][C:11]1[N:15]([C:16]2[CH:21]=[CH:20][CH:19]=[CH:18][CH:17]=2)[N:14]=[C:13]([CH3:22])[C:12]=1[CH:23]([O:24][CH3:27])[C:3]1[C:4]2[C:5](=[N:6][CH:7]=[CH:8][CH:9]=2)[NH:1][CH:2]=1 |f:2.3|. Reported procedure: To 1H-Pyrrolo[2,3-b]pyridine (1, 0.100 g, 0.846 mmol) and 5-chloro-3-methyl-1-phenyl-1H-pyrazole-4-carbaldehyde (100, 0.205 g, 0.931 mmol) was added 2 mL of methanol to give a solution. Potassium hydroxide (0.0475 g, 0.846 mmol) was added and the reaction was allowed to stir at room temperature for 48 hours. The reaction was extracted with ethyl acetate and water. The organic layer was dried over anhydrous magnesium sulfate and filtered. The filtrate was concentrated and purified by silica gel c... Reaction SMILES: [CH3:1][c:2]1[c:3]([C:4](=[O:5])[NH:6][c:7]2[n:8][cH:9][c:10]([C:11](=[O:12])[OH:13])[cH:14][cH:15]2)[cH:16][cH:17][cH:18][cH:19]1.[CH3:26][N:27]([CH3:28])[CH:29]=[O:30].[Cl:31][CH2:32][Cl:33].[o:20]1[cH:21][cH:22][n:23][c:24]1[Cl:25]>>[CH3:1][c:2]1[c:3]([C:4](=[O:5])[NH:6][c:7]2[n:8][cH:9][c:10]([C:11](=[O:12])[Cl:25])[cH:14][cH:15]2)[cH:16][cH:17][cH:18][cH:19]1. Yields the product Cc1ccccc1C(=O)Nc1ccc(C(=O)Cl)cn1. Reactants: Cc1ccccc1C(=O)Nc1ccc(C(=O)O)cn1, CN(C)C=O, ClCCl, Clc1ncco1.